Dataset: the Open Reaction Database (ORD), a public repository of structured organic reaction records. Task: describe an organic reaction: reactants, conditions, products, and yield Starting materials: CCCC[N+](CCCC)(CCCC)CCCC, c1ccc2c(C3CC3)c[nH]c2c1, [F-], C1CCOC1. Yields the product c1ccc2[nH]ccc2c1. RXN SMILES: [CH3:14][CH2:15][CH2:16][CH2:17][N+:18]([CH2:19][CH2:20][CH2:21][CH3:22])([CH2:23][CH2:24][CH2:25][CH3:26])[CH2:27][CH2:28][CH2:29][CH3:30].[CH:1]1([c:4]2[cH:5][nH:6][c:7]3[cH:8][cH:9][cH:10][cH:11][c:12]23)[CH2:2][CH2:3]1.[F-:13].[O:31]1[CH2:32][CH2:33][CH2:34][CH2:35]1>>[cH:4]1[cH:5][nH:6][c:7]2[cH:8][cH:9][cH:10][cH:11][c:12]12. The reactants are NC=1C=C(C(=O)O)C=C(C1F)OC (3-amino-4-fluoro-5-methoxybenzoic acid), C(CC)(=O)Cl (propionyl chloride), COC=1C=C(N)C=C(C1OC)OC (3,4,5-trimethoxyaniline). Product: COC=1C=C(C=C(C1OC)OC)NC(C1=CC(=C(C(=C1)OC)F)NC(CC)=O)=O (N-(3′,4′,5′-trimethoxyphenyl)-3-propionamido-4-fluoro-5-methoxybenzamide). RXN SMILES: [NH2:1][C:2]1[CH:3]=[C:4]([CH:8]=[C:9]([O:12][CH3:13])[C:10]=1[F:11])[C:5]([OH:7])=O.[C:14](Cl)(=[O:17])[CH2:15][CH3:16].[CH3:19][O:20][C:21]1[CH:22]=[C:23]([CH:25]=[C:26]([O:30][CH3:31])[C:27]=1[O:28][CH3:29])[NH2:24]>>[CH3:31][O:30][C:26]1[CH:25]=[C:23]([NH:24][C:5](=[O:7])[C:4]2[CH:8]=[C:9]([O:12][CH3:13])[C:10]([F:11])=[C:2]([NH:1][C:14](=[O:17])[CH2:15][CH3:16])[CH:3]=2)[CH:22]=[C:21]([O:20][CH3:19])[C:27]=1[O:28][CH3:29]. Reported procedure: Compound 75 is synthesized following a similar method as in Example 1 and using 3-amino-4-fluoro-5-methoxybenzoic acid, propionyl chloride and 3,4,5-trimethoxyaniline as materials. Total yield of the two steps: 76%. The reactants are C(C1=CC=CC=C1)OCCCOS(=O)(=O)C1=CC=C(C=C1)C (toluene-4-sulfonic acid 3-benzyloxy-propyl ester), C(C1=CC=CC=C1)N(CCO)CC1=CC=CC=C1 (N,N-dibenzyl-2-aminoethanol), [OH-].[Na+] (sodium hydroxide). Reagents/catalysts: S(=O)(=O)(O)[O-].C(CCC)[N+](CCCC)(CCCC)CCCC (tetrabutylammonium hydrogen sulfate). Yields the product C(C1=CC=CC=C1)N(CCOCCCOCC1=CC=CC=C1)CC1=CC=CC=C1 (Dibenzyl-[2-(3-benzyloxy-propoxy)-ethyl]-amine). Yield: 53.3%. RXN SMILES: [CH2:1]([O:8][CH2:9][CH2:10][CH2:11][O:12]S(C1C=CC(C)=CC=1)(=O)=O)[C:2]1[CH:7]=[CH:6][CH:5]=[CH:4][CH:3]=1.[CH2:23]([N:30]([CH2:34][C:35]1[CH:40]=[CH:39][CH:38]=[CH:37][CH:36]=1)[CH2:31][CH2:32]O)[C:24]1[CH:29]=[CH:28][CH:27]=[CH:26][CH:25]=1.[OH-].[Na+]>S([O-])(O)(=O)=O.C([N+](CCCC)(CCCC)CCCC)CCC>[CH2:34]([N:30]([CH2:23][C:24]1[CH:29]=[CH:28][CH:27]=[CH:26][CH:25]=1)[CH2:31][CH2:32][O:12][CH2:11][CH2:10][CH2:9][O:8][CH2:1][C:2]1[CH:3]=[CH:4][CH:5]=[CH:6][CH:7]=1)[C:35]1[CH:40]=[CH:39][CH:38]=[CH:37][CH:36]=1 |f:2.3,4.5|. Procedure details: Dibenzyl-[2-(3-benzyloxy-propoxy)-ethyl]-amine (860 mg) was prepared by following General Procedure W starting from toluene-4-sulfonic acid 3-benzyloxy-propyl ester (1.33 g), N,N-dibenzyl-2-aminoethanol (1.0 g), 50% aqueous sodium hydroxide solution (1.66 g in 1.66 mL of water), and tetrabutylammonium hydrogen sulfate (141 mg). Reactants: C1CCOC1, CO, COC(=O)c1ccc(C2CC2)cc1C, [Li+], [OH-], O. Product: Cc1cc(C2CC2)ccc1C(=O)O. Reaction SMILES: [CH2:18]1[O:19][CH2:20][CH2:21][CH2:22]1.[CH3:23][OH:24].[CH:3]1([c:6]2[cH:7][c:8]([CH3:16])[c:9]([C:10](=[O:11])[O:12][CH3:13])[cH:14][cH:15]2)[CH2:4][CH2:5]1.[Li+:1].[OH-:2].[OH2:17]>>[CH:3]1([c:6]2[cH:7][c:8]([CH3:16])[c:9]([C:10](=[O:11])[OH:12])[cH:14][cH:15]2)[CH2:4][CH2:5]1. The reactants are O=S1CCN(c2nc(Cl)nc3c(N4CCCCC4)ncnc23)CC1, CC(O)CN. RXN SMILES: [Cl:1][c:2]1[n:3][c:4]([N:18]2[CH2:19][CH2:20][S:21](=[O:24])[CH2:22][CH2:23]2)[c:5]2[c:6]([n:7]1)[c:8]([N:12]1[CH2:13][CH2:14][CH2:15][CH2:16][CH2:17]1)[n:9][cH:10][n:11]2.[OH:25][CH:26]([CH2:27][NH2:28])[CH3:29]>>[c:2]1([NH:28][CH2:27][CH:26]([OH:25])[CH3:29])[n:3][c:4]([N:18]2[CH2:19][CH2:20][S:21](=[O:24])[CH2:22][CH2:23]2)[c:5]2[c:6]([n:7]1)[c:8]([N:12]1[CH2:13][CH2:14][CH2:15][CH2:16][CH2:17]1)[n:9][cH:10][n:11]2. Product: CC(O)CNc1nc(N2CCS(=O)CC2)c2ncnc(N3CCCCC3)c2n1. The reactants are BrCC(=O)C1=CC(=C(C=C1)C1=NC=CC=C1)OC (2-bromo-1-(3-methoxy-4-pyridin-2-ylphenyl)ethanone), NC=1SC=CN1 (2-aminothiazole). Run in C(C)O (ethanol). Product: COC=1C=C(C=CC1C1=NC=CC=C1)C=1N=C2SC=CN2C1 (6-(3-methoxy-4-pyridin-2-ylphenyl)imidazo[2,1-b][1,3]thiazole). As a reaction SMILES: Br[CH2:2][C:3]([C:5]1[CH:10]=[CH:9][C:8]([C:11]2[CH:16]=[CH:15][CH:14]=[CH:13][N:12]=2)=[C:7]([O:17][CH3:18])[CH:6]=1)=O.[NH2:19][C:20]1[S:21][CH:22]=[CH:23][N:24]=1>C(O)C>[CH3:18][O:17][C:7]1[CH:6]=[C:5]([C:3]2[N:19]=[C:20]3[N:24]([CH:2]=2)[CH:23]=[CH:22][S:21]3)[CH:10]=[CH:9][C:8]=1[C:11]1[CH:16]=[CH:15][CH:14]=[CH:13][N:12]=1. Reported procedure: A solution of 2-bromo-1-(3-methoxy-4-pyridin-2-ylphenyl)ethanone (520 mg, 1.7 mmol) and 2-aminothiazole (170 mg, 1.7 mmol) in ethanol (10 mL) was heated to reflux for 12 h, then concentrated. The residue was dissolved in ethyl acetate (25 mL) and washed with a solution of saturated aqueous sodium bicarbonate (25 mL), then dried (MgSO4) and concentrated. The residue was purified by flash column chromatography on silica gel eluting with EtOAc to MeOH:EtOAc (1:19) to afford 6-(3-methoxy-4-pyridin-2... Reactants: C1(CCCCC1)N1CCNCC1 (1-cyclohexylpiperazine), CS(=O)(=O)OCC[C@]1(CN(CC1)C(CC1=CC(=CC(=C1)C(F)(F)F)C(F)(F)F)=O)C1=CC(=C(C=C1)Cl)Cl.C(C)#N (acetonitrile (S)-3-(2-methanesulfonyloxyethyl)-3-(3,4-dichlorophenyl)-1-[[3,5-bis(trifluoromethyl)phenyl]acetyl]pyrrolidine). Product: ClC=1C=C(C=CC1Cl)[C@]1(CN(CC1)C(CC1=CC(=CC(=C1)C(F)(F)F)C(F)(F)F)=O)CCN1CCN(CC1)C1CCCCC1 ((S)-3-(3,4-dichlorophenyl)-1-[[3,5-bis(trifluoromethyl)phenyl]acetyl]-3-[2-(4cyclohexylpiperazin-1-yl)ethyl]pyrrolidine). RXN SMILES: [CH:1]1([N:7]2[CH2:12][CH2:11][NH:10][CH2:9][CH2:8]2)[CH2:6][CH2:5][CH2:4][CH2:3][CH2:2]1.CS(O[CH2:18][CH2:19][C@:20]1([C:42]2[CH:47]=[CH:46][C:45]([Cl:48])=[C:44]([Cl:49])[CH:43]=2)[CH2:24][CH2:23][N:22]([C:25](=[O:41])[CH2:26][C:27]2[CH:32]=[C:31]([C:33]([F:36])([F:35])[F:34])[CH:30]=[C:29]([C:37]([F:40])([F:39])[F:38])[CH:28]=2)[CH2:21]1)(=O)=O.C(#N)C>>[Cl:49][C:44]1[CH:43]=[C:42]([C@:20]2([CH2:19][CH2:18][N:10]3[CH2:11][CH2:12][N:7]([CH:1]4[CH2:6][CH2:5][CH2:4][CH2:3][CH2:2]4)[CH2:8][CH2:9]3)[CH2:24][CH2:23][N:22]([C:25](=[O:41])[CH2:26][C:27]3[CH:32]=[C:31]([C:33]([F:34])([F:35])[F:36])[CH:30]=[C:29]([C:37]([F:40])([F:38])[F:39])[CH:28]=3)[CH2:21]2)[CH:47]=[CH:46][C:45]=1[Cl:48] |f:1.2|. Reported procedure: In 30 ml of acetonitrile (S)-3-(2-methanesulfonyloxyethyl)-3-(3,4-dichlorophenyl)-1-[[3,5-bis(trifluoromethyl)phenyl]acetyl]pyrrolidine (3.17 g), prepared as described, supra, is mixed with an equimolar amount of 1-cyclohexylpiperazine. The reaction mixture is then heated to reflux and refluxed for about ten hours. The mixture is then concentrated under vacuum an the residue is taken up in methylene chloride and washed with a 3N solution of hydrochloric acid, followed by a wash with brine. The o... The reactants are COC(=O)Cc1cc(Cl)ccc1C1=CCN(C(=O)C2CN(C(C)(C)C)CC2c2ccc(F)cc2F)CC1, CC(=O)O, O=[Pt]=O. The product is COC(=O)Cc1cc(Cl)ccc1C1CCN(C(=O)C2CN(C(C)(C)C)CC2c2ccc(F)cc2F)CC1. As a reaction SMILES: [C:1]([CH3:2])([CH3:3])([CH3:4])[N:5]1[CH2:6][CH:7]([C:18](=[O:19])[N:20]2[CH2:21][CH2:22][C:23]([c:26]3[c:27]([CH2:33][C:34](=[O:35])[O:36][CH3:37])[cH:28][c:29]([Cl:32])[cH:30][cH:31]3)=[CH:24][CH2:25]2)[CH:8]([c:10]2[c:11]([F:17])[cH:12][c:13]([F:16])[cH:14][cH:15]2)[CH2:9]1.[CH3:38][C:39](=[O:40])[OH:41].[Pt:42](=[O:43])=[O:44]>>[C:1]([CH3:2])([CH3:3])([CH3:4])[N:5]1[CH2:6][CH:7]([C:18](=[O:19])[N:20]2[CH2:21][CH2:22][CH:23]([c:26]3[c:27]([CH2:33][C:34](=[O:35])[O:36][CH3:37])[cH:28][c:29]([Cl:32])[cH:30][cH:31]3)[CH2:24][CH2:25]2)[CH:8]([c:10]2[c:11]([F:17])[cH:12][c:13]([F:16])[cH:14][cH:15]2)[CH2:9]1. Reactants: foam, C(C)(=O)[O-].[Na+] (sodium acetate), [N+](=O)([O-])C=1C=C(CO)C=CC1 (3-nitrobenzyl alcohol), ( 603 ), C(C)(=O)[O-].[Na+] (sodium acetate), 4-methoxybenzyl (6R,7R)-3-[(2R,SS)-5-acetoxymethyl-tetrahydrofuran-2-yl]-7-phenylacetamidoceph-3-em-4-carboxylate, ( 581 ), [N+](=O)([O-])C=1C=C(CO)C=CC1 (3-nitrobenzyl alcohol), ( 603 ), C(C)(=O)OC[C@H]1CC[C@H](O1)C=1CS[C@H]2N(C1C(=O)OCC1=CC=C(C=C1)OC)C([C@H]2NC(CC2=CC=CC=C2)=O)=O (4-methoxybenzyl (6R, 7R) -3- [ (2S, 5R) -5-acetoxymethyltetrahydro-furan-2-yl]-7-phenylacetamidoceph-3-em-4-carboxylate), [PH5] (phosphorane), ( 581 ). Solvent: C(Cl)(Cl)Cl (CHCl3), C(C)(=O)OCC.CCCCCC (ethyl acetate hexane), C1(=CC=CC=C1)C (toluene). Yields the product C(C)(=O)OCC1CCC(O1)C=1CS[C@H]2N(C1C(=O)OCC1=CC=C(C=C1)OC)C([C@H]2NC(CC2=CC=CC=C2)=O)=O (4-Methoxybenzyl (6R,7R)-3-(5-acetoxymethyl-tetrahydrofuran-2-yl)-7-phenylacetamidoceph-3-em-4-carboxylate). As a reaction SMILES: [PH5].[C:2]([O:5][CH2:6][C@@H:7]1[O:11][C@H:10]([C:12]2[CH2:13][S:14][C@@H:15]3[C@H:31]([NH:32][C:33](=[O:41])[CH2:34][C:35]4[CH:40]=[CH:39][CH:38]=[CH:37][CH:36]=4)[C:30](=[O:42])[N:16]3[C:17]=2[C:18]([O:20][CH2:21][C:22]2[CH:27]=[CH:26][C:25]([O:28][CH3:29])=[CH:24][CH:23]=2)=[O:19])[CH2:9][CH2:8]1)(=[O:4])[CH3:3].[N+](C1C=C(C=CC=1)CO)([O-])=O.C([O-])(=O)C.[Na+]>C1(C)C=CC=CC=1.C(OCC)(=O)C.CCCCCC.C(Cl)(Cl)Cl>[C:2]([O:5][CH2:6][CH:7]1[O:11][CH:10]([C:12]2[CH2:13][S:14][C@@H:15]3[C@H:31]([NH:32][C:33](=[O:41])[CH2:34][C:35]4[CH:40]=[CH:39][CH:38]=[CH:37][CH:36]=4)[C:30](=[O:42])[N:16]3[C:17]=2[C:18]([O:20][CH2:21][C:22]2[CH:27]=[CH:26][C:25]([O:28][CH3:29])=[CH:24][CH:23]=2)=[O:19])[CH2:9][CH2:8]1)(=[O:4])[CH3:3] |f:3.4,6.7|. Reported procedure: A solution of the phosphorane from Example 31(g) (517 mg) in dry toluene (100 ml) was heated at reflux under dry argon for 8 hours and evaporated. the residue was chromatographed on silica gel eluting with ethyl acetate/hexane mixtures to give two fractions. The less polar fraction contained 4-methoxybenzyl (6R, 7R) -3- [ (2S, 5R) -5-acetoxymethyltetrahydro-furan-2-yl]-7-phenylacetamidoceph-3-em-4-carboxylate, a foam (105 mg); νmax (CHCl3) 3410, 1784, 1726 and 1683 cm-1 ; δH (CDCl3) 1.53-1.83 (3... The reactants are ClCCl, CNCc1c(C)oc2ccccc12, CCN=C=NCCCN(C)C, CCN(C(C)C)C(C)C, Cl, Cl, O=C(O)C=Cc1cnc2c(c1)OCCN2, CN(C)C=O, O, On1nnc2ccccc21. Product: Cc1oc2ccccc2c1CN(C)C(=O)C=Cc1cnc2c(c1)OCCN2, Cl. As a reaction SMILES: [CH2:66]([Cl:67])[Cl:68].[CH3:1][NH:2][CH2:3][c:4]1[c:5]([CH3:13])[o:6][c:7]2[c:8]1[cH:9][cH:10][cH:11][cH:12]2.[CH3:49][N:50]([CH3:51])[CH2:52][CH2:53][CH2:54][N:55]=[C:56]=[N:57][CH2:58][CH3:59].[CH:40]([N:41]([CH:42]([CH3:43])[CH3:44])[CH2:45][CH3:46])([CH3:47])[CH3:48].[ClH:14].[ClH:60].[O:15]1[c:16]2[c:17]([n:21][cH:22][c:23]([CH:25]=[CH:26][C:27](=[O:28])[OH:29])[cH:24]2)[NH:18][CH2:19][CH2:20]1.[O:61]=[CH:62][N:63]([CH3:64])[CH3:65].[OH2:69].[OH:30][n:31]1[c:32]2[cH:33][cH:34][cH:35][cH:36][c:37]2[n:38][n:39]1>>[CH3:1][N:2]([CH2:3][c:4]1[c:5]([CH3:13])[o:6][c:7]2[c:8]1[cH:9][cH:10][cH:11][cH:12]2)[C:27]([CH:26]=[CH:25][c:23]1[cH:22][n:21][c:17]2[c:16]([cH:24]1)[O:15][CH2:20][CH2:19][NH:18]2)=[O:29].[ClH:14].